Dataset: the Open Reaction Database (ORD), a public repository of structured organic reaction records. Task: describe an organic reaction: reactants, conditions, products, and yield As a reaction SMILES: C([O:3][C:4]([CH2:6][N:7]1[C:11]2[CH:12]=[CH:13][C:14]([N:16]([S:22]([C:25]3[CH:30]=[CH:29][CH:28]=[CH:27][CH:26]=3)(=[O:24])=[O:23])[CH2:17][CH2:18][N:19]([CH3:21])[CH3:20])=[CH:15][C:10]=2[N:9]=[C:8]1[CH2:31][O:32][C:33]1[CH:38]=[CH:37][C:36]([C:39](=[NH:41])[NH2:40])=[CH:35][CH:34]=1)=[O:5])C.[OH-].[Na+]>>[OH:5][C:4]([CH2:6][N:7]1[C:11]2[CH:12]=[CH:13][C:14]([N:16]([S:22]([C:25]3[CH:30]=[CH:29][CH:28]=[CH:27][CH:26]=3)(=[O:23])=[O:24])[CH2:17][CH2:18][N:19]([CH3:20])[CH3:21])=[CH:15][C:10]=2[N:9]=[C:8]1[CH2:31][O:32][C:33]1[CH:38]=[CH:37][C:36]([C:39](=[NH:40])[NH2:41])=[CH:35][CH:34]=1)=[O:3] |f:1.2|. The product is OC(=O)CN1C(=NC2=C1C=CC(=C2)N(CCN(C)C)S(=O)(=O)C2=CC=CC=C2)COC2=CC=C(C=C2)C(N)=N (1-hydroxycarbonylmethyl-2-[(4-amidinophenyl)-oxymethyl]-5-[N-(2-dimethylaminoethyl)-benzenesulphonylamino]-benzimidazole). Starting materials: C(C)OC(=O)CN1C(=NC2=C1C=CC(=C2)N(CCN(C)C)S(=O)(=O)C2=CC=CC=C2)COC2=CC=C(C=C2)C(N)=N (1-ethoxycarbonylmethyl-2-[(4-amidinophenyl)-oxymethyl]-5-[N-(2-dimethylaminoethyl)-benzenesulphonylamino]-benzimidazole), [OH-].[Na+] (sodium hydroxide). Procedure: Prepared analogously to Example 3 from 1-ethoxycarbonylmethyl-2-[(4-amidinophenyl)-oxymethyl]-5-[N-(2-dimethylaminoethyl)-benzenesulphonylamino]-benzimidazole and sodium hydroxide solution. Reactants: CN1C(=O)CNC(c2ccccc2)c2cc(Cl)ccc21, CCOC=O, Clc1ccccc1. The product is CN1C(=O)CN(C=O)C(c2ccccc2)c2cc(Cl)ccc21. RXN SMILES: [CH3:6][N:7]1[C:8](=[O:25])[CH2:9][NH:10][CH:11]([c:19]2[cH:20][cH:21][cH:22][cH:23][cH:24]2)[c:12]2[c:13]1[cH:14][cH:15][c:16]([Cl:18])[cH:17]2.[CH:1](=[O:2])[O:3][CH2:4][CH3:5].[Cl:26][c:27]1[cH:28][cH:29][cH:30][cH:31][cH:32]1>>[CH:1](=[O:2])[N:10]1[CH2:9][C:8](=[O:25])[N:7]([CH3:6])[c:13]2[c:12]([cH:17][c:16]([Cl:18])[cH:15][cH:14]2)[CH:11]1[c:19]1[cH:20][cH:21][cH:22][cH:23][cH:24]1. Reactants: BrC1=C(C#N)C=C(C=C1)OC (2-Bromo-5-methoxybenzonitrile), CC1(OB(OC1(C)C)C1=C(N)C=CC=C1)C (2-(4,4,5,5-tetramethyl-1,3,2-dioxaborolan-2-yl)aniline), O.P(=O)([O-])([O-])[O-].[K+].[K+].[K+] (potassium phosphate monohydrate), C1(=CC=CC=C1)C (toluene). Reagents/catalysts: Cl[Pd]([P](C1=CC=CC=C1)(C2=CC=CC=C2)C3=CC=CC=C3)([P](C4=CC=CC=C4)(C5=CC=CC=C5)C6=CC=CC=C6)Cl (bis(triphenylphosphine)palladiumdichloride). Run in O (water). Yields the product COC1=CC2=C(N=C3C=CC=CC3=C2C=C1)N (8-methoxyphenanthridin-6-amine). Isolated yield 68.0%. Reaction SMILES: Br[C:2]1[CH:9]=[CH:8][C:7]([O:10][CH3:11])=[CH:6][C:3]=1[C:4]#[N:5].CC1(C)C(C)(C)OB([C:20]2[CH:26]=[CH:25][CH:24]=[CH:23][C:21]=2[NH2:22])O1.O.P([O-])([O-])([O-])=O.[K+].[K+].[K+].C1(C)C=CC=CC=1>Cl[Pd](Cl)([P](C1C=CC=CC=1)(C1C=CC=CC=1)C1C=CC=CC=1)[P](C1C=CC=CC=1)(C1C=CC=CC=1)C1C=CC=CC=1.O>[CH3:11][O:10][C:7]1[CH:8]=[CH:9][C:2]2[C:3](=[C:4]([NH2:5])[N:22]=[C:21]3[C:20]=2[CH:26]=[CH:25][CH:24]=[CH:23]3)[CH:6]=1 |f:2.3.4.5.6,^1:46,65|. Procedure details: 2-Bromo-5-methoxybenzonitrile (1.32 g, 6.23 mmol), 2-(4,4,5,5-tetramethyl-1,3,2-dioxaborolan-2-yl)aniline (1.36 g, 6.23 mmol), bis(triphenylphosphine)palladiumdichloride (0.437 g, 0.623 mmol) and potassium phosphate monohydrate (4.30 g, 18.68 mmol) were added to toluene (30 mL) and water (3 mL). The reaction mixture was degassed with bubbled nitrogen gas for 30 minutes before being refluxed under nitrogen for 15 h. After cooling, the reaction mixture was filtered through Celite® and the organic ... The reactants are CC1=CC2(CCN(CC2)C(=O)OC(C)(C)C)C2=CC=CC=C12 (tert-Butyl 3-methylspiro[inden-1,4′-piperidine]-1′-carboxylate), C(O)([O-])=O.[Na+] (sodium hydrogen carbonate). Run in O1CCOCC1.Cl (hydrogen chloride-1,4-dioxane). Run at time 1 hour. The product is CC1=CC2(CCNCC2)C2=CC=CC=C12 (3-Methylspiro[inden-1,4′-piperidine]). Isolated yield 94.0%. As a reaction SMILES: [CH3:1][C:2]1[C:22]2[C:17](=[CH:18][CH:19]=[CH:20][CH:21]=2)[C:4]2([CH2:9][CH2:8][N:7](C(OC(C)(C)C)=O)[CH2:6][CH2:5]2)[CH:3]=1.C(=O)([O-])O.[Na+]>O1CCOCC1.Cl>[CH3:1][C:2]1[C:22]2[C:17](=[CH:18][CH:19]=[CH:20][CH:21]=2)[C:4]2([CH2:5][CH2:6][NH:7][CH2:8][CH2:9]2)[CH:3]=1 |f:1.2,3.4|. Procedure details: tert-Butyl 3-methylspiro[inden-1,4′-piperidine]-1′-carboxylate (0.155 g, 0.518 mmol) obtained in step 3 was dissolved in 4 mol/L hydrogen chloride-1,4-dioxane (2 mL), and the mixture was stirred at room temperature for 1 hr. The reaction mixture was concentrated under reduced pressure, ethyl acetate was added to the obtained residue, and the mixture was suction-filtered to give white crystals. Saturated aqueous sodium hydrogen carbonate solution was added to the white crystals, and the mixture w... The solvent is ClCCl (dichloromethane), CN(C=O)C (dimethylformamide). Reactants: N1CCOCC1 (Morpholine), C1(CCC1)N1CCC2=C(CC1)C=CC(=C2)OCCCC(=O)O (4-[(3-Cyclobutyl-2,3,4,5-tetrahydro-1H-3-benzazepin-7-yl)oxy]butanoic acid), O.ON1N=NC2=C1C=CC=C2 (1-hydroxybenzotriazole hydrate), C1(CCCCC1)N=C=N (N-cyclohexylcarbodiimide), N′-methyl polystyrene. Yields the product C1(CCC1)N1CCC2=C(CC1)C=CC(=C2)OCCCC(=O)N2CCOCC2 (3-Cyclobutyl-7-{[4-(4-morpholinyl)-4-oxobutyl]oxy}-2,3,4,5-tetrahydro-1H-3-benzazepine). Run at time 45 minute. As a reaction SMILES: [CH:1]1([N:5]2[CH2:11][CH2:10][C:9]3[CH:12]=[CH:13][C:14]([O:16][CH2:17][CH2:18][CH2:19][C:20](O)=[O:21])=[CH:15][C:8]=3[CH2:7][CH2:6]2)[CH2:4][CH2:3][CH2:2]1.O.ON1C2C=CC=CC=2N=N1.C1(N=C=N)CCCCC1.[NH:43]1[CH2:48][CH2:47][O:46][CH2:45][CH2:44]1>ClCCl.CN(C)C=O>[CH:1]1([N:5]2[CH2:11][CH2:10][C:9]3[CH:12]=[CH:13][C:14]([O:16][CH2:17][CH2:18][CH2:19][C:20]([N:43]4[CH2:48][CH2:47][O:46][CH2:45][CH2:44]4)=[O:21])=[CH:15][C:8]=3[CH2:7][CH2:6]2)[CH2:4][CH2:3][CH2:2]1 |f:1.2|. Procedure details: 4-[(3-cyclobutyl-2,3,4,5-tetrahydro-1H-3-benzazepin-7-yl)oxy]butanoic acid (E283, Step 1) (0.15 g, 0.50 mmole) was dissolved in dry dichloromethane (5 ml) and dry dimethylformamide (2 ml) was treated with 1-hydroxybenzotriazole hydrate (0.14 g, 1.0 mmole) and N-cyclohexylcarbodiimide, N′-methyl polystyrene HL (0.53 g, 1.0 mmol, 1.7 mmol/g) and stirred for 45 minutes. Morpholine (0.056 ml, 0.65 mmol) was added and the mixture stirred for 3 hours at ambient temperature. The crude reaction mixture ... The reactants are CN(C(=O)Cl)c1ccccc1, Cc1ccc2cc(O)ccc2n1, ClCCl, C1CN2CCN1CC2. Yields the product Cc1ccc2cc(OC(=O)N(C)c3ccccc3)ccc2n1. Reaction SMILES: [CH3:13][N:14]([C:15](=[O:16])[Cl:17])[c:18]1[cH:19][cH:20][cH:21][cH:22][cH:23]1.[CH3:1][c:2]1[n:3][c:4]2[cH:5][cH:6][c:7]([OH:12])[cH:8][c:9]2[cH:10][cH:11]1.[Cl:32][CH2:33][Cl:34].[N:24]12[CH2:25][CH2:26][N:27]([CH2:28][CH2:29]1)[CH2:30][CH2:31]2>>[CH3:1][c:2]1[n:3][c:4]2[cH:5][cH:6][c:7]([O:12][C:15]([N:14]([CH3:13])[c:18]3[cH:19][cH:20][cH:21][cH:22][cH:23]3)=[O:16])[cH:8][c:9]2[cH:10][cH:11]1.